describe an organic reaction: reactants, conditions, products, and yield From a dataset of the Open Reaction Database (ORD), a public repository of structured organic reaction records. Starting materials: C1(=C(C(=C(C(=C1F)F)F)N)F)N.Cl.Cl (dihydrochloride), [N+](=O)([O-])C1=C(C=C(C=C1)NCCCCCCO)C (6-(4-nitro-3-methylphenylamino)hexan-1-ol). The reagents and catalysts are [Zn].[Cl-].[NH4+].O.C(C)O (zinc ammonium chloride water ethanol). Product: Cl.Cl.NC1=C(C=C(C=C1)NCCCCCCO)C (6-(4-amino-3-methylphenylamino)hexan-1-ol dihydrochloride). Reaction SMILES: [N+:1]([C:4]1[CH:9]=[CH:8][C:7]([NH:10][CH2:11][CH2:12][CH2:13][CH2:14][CH2:15][CH2:16][OH:17])=[CH:6][C:5]=1[CH3:18])([O-])=O.C1(N)C(F)=C(F)C(F)=C(N)C=1F.[ClH:31].Cl>[Zn].[Cl-].[NH4+].O.C(O)C>[ClH:31].[ClH:31].[NH2:1][C:4]1[CH:9]=[CH:8][C:7]([NH:10][CH2:11][CH2:12][CH2:13][CH2:14][CH2:15][CH2:16][OH:17])=[CH:6][C:5]=1[CH3:18] |f:1.2.3,4.5.6.7.8,9.10.11|. Procedure details: The 6-(4-nitro-3-methylphenylamino)hexan-1-ol (9) obtained above was reduced with a boiling zinc/ammonium chloride/water/ethanol mixture. The corresponding amine was isolated in dihydrochloride form. Reactants: C(C)(C)(C)[C@@H]1OC([C@](O1)(C)CNC(OC)=O)=O (Methyl ((2S,4S)-2-tert-butyl-4-methyl-5-oxo-1,3-dioxolan-4-yl)methylcarbamate), Cl (HCl). Run in O (H2O). Reaction conditions: temperature 115 celsius. The product is Cl.NC[C@](C(=O)O)(C)O ((S)-3-Amino-2-hydroxy-2-methylpropanoic acid hydrochloride). As a reaction SMILES: C([C@H]1[O:9][C@:8]([CH2:11][NH:12]C(=O)OC)([CH3:10])[C:7](=[O:17])[O:6]1)(C)(C)C.[ClH:18]>O>[ClH:18].[NH2:12][CH2:11][C@@:8]([OH:9])([CH3:10])[C:7]([OH:17])=[O:6] |f:3.4|. Procedure details: Methyl ((2S,4S)-2-tert-butyl-4-methyl-5-oxo-1,3-dioxolan-4-yl)methylcarbamate (310 mg, 1.27 mmol) (Huang et al. (2006) Tetrahedron: Asymmetry 17(22):3152-3157) was suspended in 6 N HCl (12.7 mL) in a sealed tube. The resulting mixture was heated at 110-120° C. for 16 hours and then cooled to room temperature. The reaction crude was diluted with H2O (12 mL) and then extracted twice with EtOAc. The aqueous layer was concentrated to give the title compound in 187 mg, which was used directly in the ... The reactants are N1[C@@H]([C@H]1C(=O)OCC)C(=O)OCC ((S,S) diethyl aziridine-2,3-dicarboxylate), CCO (EtOH), [BH4-].[Na+] (NaBH4). The solvent is CCOC(=O)C (EtOAc). Run at temperature 0 celsius, time 2 hour. Product: C(C)OC(=O)[C@H]1N[C@@H]1CO ((S,S) 3-Hydroxymethylaziridine-2-carboxylic Acid Ethyl Ester). Isolated yield 84.0%. RXN SMILES: [NH:1]1[C@H:3]([C:4](OCC)=[O:5])[C@H:2]1[C:9]([O:11][CH2:12][CH3:13])=[O:10].CCO.[BH4-].[Na+]>CCOC(C)=O>[CH2:12]([O:11][C:9]([C@@H:2]1[C@@H:3]([CH2:4][OH:5])[NH:1]1)=[O:10])[CH3:13] |f:2.3|. Procedure: In a round bottom flask equipped with a magnetic stirring bar and a septum was placed (S,S) diethyl aziridine-2,3-dicarboxylate (1.87 g, 10 mmol) dissolved into 30 ml of EtOH. The vessel was cooled to 0° C. and NaBH4 (302.6 mg, 8 mmol) was added slowly. The reaction mixture was allowed to stir at 0° C. until the reaction was complete according to TLC (EtOAc, Rf=0.66), which was approximately 2 hours. The reaction was quenched by the addition of pH 7 phosphate buffer, and extracted three times wi...